Dataset: the Open Reaction Database (ORD), a public repository of structured organic reaction records. Task: describe an organic reaction: reactants, conditions, products, and yield The reactants are COC=1C=C2CC3(C(C2=CC1)=O)CCC(CC3)=O (5'-methoxyspiro[cyclohexane-1,2'-indan]-1',4-dione), C(CO)O (ethylene glycol), C1(=CC=C(C=C1)S(=O)(=O)O)C (p-toluenesulfonic acid). Run in C1=CC=CC=C1 (benzene). Product: C1COC2(C3(CC4=CC=C(C=C24)C)CCC(CC3)=O)O1 (6'-Methylspiro(cyclohexane-1,2'-indan)-1',4-dione 4-ethylene ketal). The yield is 91.0%. Reaction SMILES: CO[C:3]1[CH:4]=[C:5]2[C:9](=[CH:10][CH:11]=1)[C:8](=O)[C:7]1([CH2:17][CH2:16][C:15](=[O:18])[CH2:14][CH2:13]1)[CH2:6]2.[CH2:19]([OH:22])[CH2:20][OH:21].[C:23]1(C)C=CC(S(O)(=O)=O)=CC=1>C1C=CC=CC=1>[CH2:19]1[O:22][C:6]2([C:5]3[C:9](=[CH:10][CH:23]=[C:3]([CH3:11])[CH:4]=3)[CH2:8][C:7]32[CH2:17][CH2:16][C:15](=[O:18])[CH2:14][CH2:13]3)[O:21][CH2:20]1. Reported procedure: A mixture of 7.3 g. (0.032 M) of 6'-methylspiro(cyclohexane-1,2'-indan)-1',4-dione [8] (prepared in Example 14B), 2.15 g. (1.95 ml.) of ethylene glycol and 0.5 g. of p-toluenesulfonic acid in 200 ml. of benzene is heated at reflux under a Dean-Stark trap for about 5 hours. The mixture is allowed to cool, washed successively with aqueous sodium bicarbonate solution, water and brine and evaporated to dryness. The residual solid is recrystallized from methylene chloride: Skellysolve B to give 7.94 ... Starting materials: C(#N)C1(CC=C(CC1)N1CCC(CC1)(C(=O)OCC)C1=CC=CC=C1)C1=NC=CC=C1 (ethyl 1-[4-cyano-4-(2-pyridinyl)-1-cyclohexenyl]-4-phenyl-4-piperidinecarboxylate), [BH4-].[Na+] (sodium borohydride). Run in C(C)O (ethanol). Conditions: time 30 minute. Product: C(#N)C1(CCC(CC1)N1CCC(CC1)(C(=O)OCC)C1=CC=CC=C1)C1=NC=CC=C1 (ethyl 1-[4-cyano-4-(2-pyridinyl)cyclohexyl]-4-phenyl-4-piperidinecarboxylate). Yield: 35.0%. Reaction SMILES: [C:1]([C:3]1([C:26]2[CH:31]=[CH:30][CH:29]=[CH:28][N:27]=2)[CH2:8][CH2:7][C:6]([N:9]2[CH2:14][CH2:13][C:12]([C:20]3[CH:25]=[CH:24][CH:23]=[CH:22][CH:21]=3)([C:15]([O:17][CH2:18][CH3:19])=[O:16])[CH2:11][CH2:10]2)=[CH:5][CH2:4]1)#[N:2].[BH4-].[Na+]>C(O)C>[C:1]([C:3]1([C:26]2[CH:31]=[CH:30][CH:29]=[CH:28][N:27]=2)[CH2:4][CH2:5][CH:6]([N:9]2[CH2:10][CH2:11][C:12]([C:20]3[CH:21]=[CH:22][CH:23]=[CH:24][CH:25]=3)([C:15]([O:17][CH2:18][CH3:19])=[O:16])[CH2:13][CH2:14]2)[CH2:7][CH2:8]1)#[N:2] |f:1.2|. Reported procedure: To a stirred mixture of 4.5 parts of ethyl 1-[4-cyano-4-(2-pyridinyl)-1-cyclohexenyl]-4-phenyl-4-piperidinecarboxylate and 80 parts of ethanol are added portionwise 0.4 parts of sodium borohydride. Upon completion, stirring is continued first overnight at room temperature and further for 30 minutes at reflux. The reaction mixture is cooled and poured onto water. The product is extracted with dichloromethane. The extract is dried, filtered and evaporated. The residue is crystallized from 2-propan... Starting materials: [I-].[Na+] (sodium iodide), C(O)(=O)OC1(CC=C(C=C1)[N+](=O)[O-])CCl (1-chloromethyl p-nitrophenol carbonate). Run in CC(=O)C (acetone). Reaction conditions: temperature 50 celsius, time 24 hour. Yields the product C(O)(=O)OC1(CC=C(C=C1)[N+](=O)[O-])CI (1-iodomethyl p-nitrophenol carbonate). As a reaction SMILES: [I-:1].[Na+].[C:3]([O:6][C:7]1([CH2:16]Cl)[CH:12]=[CH:11][C:10]([N+:13]([O-:15])=[O:14])=[CH:9][CH2:8]1)(=[O:5])[OH:4]>CC(C)=O>[C:3]([O:6][C:7]1([CH2:16][I:1])[CH:12]=[CH:11][C:10]([N+:13]([O-:15])=[O:14])=[CH:9][CH2:8]1)(=[O:5])[OH:4] |f:0.1|. Procedure: 5 g of sodium iodide (Aldrich) is added to a solution of 1-chloromethyl carbonate (3) in 50 ml of acetone (Aldrich), and the reaction mixture is stirred at 50° C. for 24 h. After stirring overnight, the solvent is evaporated and the residue is redissolved in diethyl ether (Fisher). The ether layer is washed successively with 10% aqueous sodium sulfite and then water, and dried over anhydrous Na2SO4. The ether layer is separated and evaporated to give 1-iodomethyl p-nitrophenol carbonate (4) as a... Starting materials: O (water), NC1=C(C=C(C=C1)Cl)C(=O)C1=CC=C(C=C1)F ((2-amino-5-chlorophenyl)-(4-fluorophenyl)methanone), C(CC(=O)C)(=O)OCC (ethyl acetoacetate). Reagents/catalysts: C1(=CC=C(C=C1)S(=O)(=O)O)C (p-toluenesulfonic acid). Solvent: C1(=CC=CC=C1)C (toluene). The product is ClC=1C=C2C(=C(C(=NC2=CC1)C)C(=O)OCC)C1=CC=C(C=C1)F (6-chloro-4-(4-fluorophenyl)-2-methyl-3-quinolinecarboxylic acid, ethyl ester). The yield is 73.9%. As a reaction SMILES: [NH2:1][C:2]1[CH:7]=[CH:6][C:5]([Cl:8])=[CH:4][C:3]=1[C:9]([C:11]1[CH:16]=[CH:15][C:14]([F:17])=[CH:13][CH:12]=1)=O.[C:18]([O:24][CH2:25][CH3:26])(=[O:23])[CH2:19][C:20]([CH3:22])=O.O>C1(C)C=CC=CC=1.C1(C)C=CC(S(O)(=O)=O)=CC=1>[Cl:8][C:5]1[CH:4]=[C:3]2[C:2](=[CH:7][CH:6]=1)[N:1]=[C:20]([CH3:22])[C:19]([C:18]([O:24][CH2:25][CH3:26])=[O:23])=[C:9]2[C:11]1[CH:16]=[CH:15][C:14]([F:17])=[CH:13][CH:12]=1. Reported procedure: To a solution of (2-amino-5-chlorophenyl)-(4-fluorophenyl)methanone (10.0 g) in 100 mL of toluene was added 8.3g (1.6 equivalents) of ethyl acetoacetate and 0.30 g of p-toluenesulfonic acid. The resulting mixture was heated to reflux with azeotropic removal of water. After one and one-half hours, the mixture was cooled to room temperature and concentrated under vacuum. The crude product was purified by flash chromatography over silica gel to give 10.18 g of 6-chloro-4-(4-fluorophenyl)-2-methyl-3...